This data is from the Open Reaction Database (ORD), a public repository of structured organic reaction records. The task is: describe an organic reaction: reactants, conditions, products, and yield The reactants are CCCCCCI, CN(C)C=O, [H-], [Na+], O, O=C1Nc2ccccc2Nc2cscc21. Yields the product CCCCCCN1C(=O)c2cscc2Nc2ccccc21. RXN SMILES: [CH2:23]([CH2:24][CH2:25][CH2:26][CH2:27][CH3:28])[I:29].[CH3:18][N:19]([CH3:20])[CH:21]=[O:22].[H-:16].[Na+:17].[OH2:30].[cH:1]1[s:2][cH:3][c:4]2[c:10]1[C:9](=[O:11])[NH:8][c:7]1[c:6]([cH:15][cH:14][cH:13][cH:12]1)[NH:5]2>>[cH:1]1[s:2][cH:3][c:4]2[c:10]1[C:9](=[O:11])[N:8]([CH2:23][CH2:24][CH2:25][CH2:26][CH2:27][CH3:28])[c:7]1[c:6]([cH:15][cH:14][cH:13][cH:12]1)[NH:5]2. Procedure details: 0.8 g of 2-(4-aminomethyl-phenyl)-1-(3-amino-propyl)-5-[(2-methoxycarbonyl-ethyl)-aminocarbonyl]-benzimidazole are left to stand for 20 hours at ambient temperature in 10 ml of 48% hydrobromic acid. The mixture is concentrated by evaporation in vacuo and the residue is purified by chromatography on silica gel (eluant:n-butanol/glacial acetic acid/water=4:1:1 to 4:2:2). Yield: 0.6 g (67% of theory), Rf value: 0.66 (Reversed Phase Plate RP18; methanol/5% sodium chloride solution/conc. hydrobromic ... Yields the product NCC1=CC=C(C=C1)C1=NC2=C(N1CCCN)C=CC(=C2)C(=O)NCCC(=O)O.C(C)(=O)O (2-(4-Aminomethyl-phenyl)-1-(3-amino-propyl)-5-[(2-carboxy-ethyl)-aminocarbonyl]-benzimidazole hydrogen acetate). Solvent: Br (hydrobromic acid). As a reaction SMILES: [NH2:1][CH2:2][C:3]1[CH:8]=[CH:7][C:6]([C:9]2[N:13]([CH2:14][CH2:15][CH2:16][NH2:17])[C:12]3[CH:18]=[CH:19][C:20]([C:22]([NH:24][CH2:25][CH2:26][C:27]([O:29]C)=[O:28])=[O:23])=[CH:21][C:11]=3[N:10]=2)=[CH:5][CH:4]=1>Br>[NH2:1][CH2:2][C:3]1[CH:4]=[CH:5][C:6]([C:9]2[N:13]([CH2:14][CH2:15][CH2:16][NH2:17])[C:12]3[CH:18]=[CH:19][C:20]([C:22]([NH:24][CH2:25][CH2:26][C:27]([OH:29])=[O:28])=[O:23])=[CH:21][C:11]=3[N:10]=2)=[CH:7][CH:8]=1.[C:27]([OH:29])(=[O:28])[CH3:26] |f:2.3|. Reactants: NCC1=CC=C(C=C1)C1=NC2=C(N1CCCN)C=CC(=C2)C(=O)NCCC(=O)OC (2-(4-aminomethyl-phenyl)-1-(3-amino-propyl)-5-[(2-methoxycarbonyl-ethyl)-aminocarbonyl]-benzimidazole).